This data is from the Open Reaction Database (ORD), a public repository of structured organic reaction records. The task is: describe an organic reaction: reactants, conditions, products, and yield Reactants: ONC(=O)[C@@H](CSC1=CC=CC=C1)[C@H](C(=O)NN(S(=O)(=O)C)CC(C)C)CC(C)C (2(R)-[1(S)-(Hydroxycarbamoyl)-2-(phenylthio)ethyl]-2′-isobutyl-2′-(methanesulphonyl)-4-methylvalerohydrazide), CS(=O)(=O)C(C(=O)NN)C=C(C)C (methanesulphonyl-4-methyl-3-pentenohydrazide), CS(=O)(=O)C(C(=O)NN)C=C(C)C (methanesulphonyl-4-methyl-3-pentenohydrazide), C(C(C)C)N(NC(CC=C(C)C)=O)S(=O)(=O)C (2′-isobutyl-2′-(methanesulphonyl)-4-methyl-3-pentenohydrazide), C(C(C)C)N(NC(CC=C(C)C)=O)S(=O)(=O)C (2′-isobutyl-2′-(methanesulphonyl)-4-methyl-3-pentenohydrazide), mixture, C1(CCCC1)[C@@H]([C@H](C(=O)NN(S(=O)(=O)C)CC(C)C)CC(C)C)C(NOC1OCCCC1)=O (2(R)-[(S)-(cyclopentyl)[(tetrahydro-2(RS)-pyranyloxy)carbamoyl]methyl]-2′-isobutyl-2′-(methanesulphonyl)-4-methylvalerohydrazide). The product is C1(CCCC1)[C@@H]([C@H](C(=O)NN(S(=O)(=O)C)CC(C)C)C=C(C)C)C(NOC1OCCCC1)=O (2(R)-[(S)-(cyclopentyl)[(tetrahydro-2(RS)-pyranyloxy)carbamoyl]methyl]-2′-isobutyl-2′-(methanesulphonyl)-4-methyl-3-pentenohydrazide), mixture. RXN SMILES: [CH:1]1([C@H:6]([C:24](=[O:33])[NH:25][O:26][CH:27]2[CH2:32][CH2:31][CH2:30][CH2:29][O:28]2)[C@@H:7]([CH2:20][CH:21]([CH3:23])[CH3:22])[C:8]([NH:10][N:11]([CH2:16][CH:17]([CH3:19])[CH3:18])[S:12]([CH3:15])(=[O:14])=[O:13])=[O:9])[CH2:5][CH2:4][CH2:3][CH2:2]1.ONC([C@H]([C@@H](CC(C)C)C(NN(CC(C)C)S(C)(=O)=O)=O)CSC1C=CC=CC=1)=O.CS(C(C=C(C)C)C(NN)=O)(=O)=O.C(N(S(C)(=O)=O)NC(=O)CC=C(C)C)C(C)C>>[CH:1]1([C@H:6]([C:24](=[O:33])[NH:25][O:26][CH:27]2[CH2:32][CH2:31][CH2:30][CH2:29][O:28]2)[C@@H:7]([CH:20]=[C:21]([CH3:23])[CH3:22])[C:8]([NH:10][N:11]([CH2:16][CH:17]([CH3:18])[CH3:19])[S:12]([CH3:15])(=[O:14])=[O:13])=[O:9])[CH2:2][CH2:3][CH2:4][CH2:5]1. Procedure details: In an analogous manner to that described in the first paragraph of Example 45, starting from 0.357 g of a mixture of 2(R)-[(S)-(cyclopentyl)[(tetrahydro-2(RS)-pyranyloxy)carbamoyl]methyl]-2′-isobutyl-2′-(methanesulphonyl)-4-methylvalerohydrazide and 2(R)-[(S)-(cyclopentyl)[(tetrahydro-2(RS)-pyranyloxy)carbamoyl]methyl]-2′-isobutyl-2′-(methanesulphonyl)-4-methyl-3-pentenohydrazide there was obtained 0.219 g of a mixture of 2(R)-[(S)-(cyclopenyl)(hydroxycarbamoyl)methyl]-2′-isobutyl-2′-(methanesul... Starting materials: O=C(O)c1cc(C(F)(F)F)cc(C(F)(F)F)c1, Cc1cc(C2CN(C(=O)OC(C)(C)C)CCC2N)ccc1Cl, Cc1ccc(S(=O)(=O)O)cc1. The product is Cc1cc(C2CN(C(=O)OC(C)(C)C)CCC2NC(=O)c2cc(C(F)(F)F)cc(C(F)(F)F)c2)ccc1Cl. Reaction SMILES: [F:34][C:35]([c:36]1[cH:37][c:38]([C:39](=[O:40])[OH:41])[cH:42][c:43]([C:45]([F:46])([F:47])[F:48])[cH:44]1)([F:49])[F:50].[NH2:12][CH:13]1[CH:14]([c:26]2[cH:27][c:28]([CH3:33])[c:29]([Cl:32])[cH:30][cH:31]2)[CH2:15][N:16]([C:19](=[O:20])[O:21][C:22]([CH3:23])([CH3:24])[CH3:25])[CH2:17][CH2:18]1.[c:1]1([CH3:2])[cH:3][cH:4][c:5]([S:6]([OH:7])(=[O:8])=[O:9])[cH:10][cH:11]1>>[NH:12]([CH:13]1[CH:14]([c:26]2[cH:27][c:28]([CH3:33])[c:29]([Cl:32])[cH:30][cH:31]2)[CH2:15][N:16]([C:19](=[O:20])[O:21][C:22]([CH3:23])([CH3:24])[CH3:25])[CH2:17][CH2:18]1)[C:39]([c:38]1[cH:37][c:36]([C:35]([F:34])([F:49])[F:50])[cH:44][c:43]([C:45]([F:46])([F:47])[F:48])[cH:42]1)=[O:40]. Reactants: N(CCO)CCO (diethanolamine), N1(CCCCC1)CCOC1=CC=C(CCl)C=C1 (4-(2-piperidin-1-yl-ethoxy)-benzyl chloride), KCO3, S(=O)(Cl)Cl (thionyl chloride), Cl.Cl.ClCCN(CC1=CC=C(C=C1)OCCN1CCCCC1)CCCl (bis-(2-chloro-ethyl)-[4-(2-piperidin-1-yl-ethoxy)-benzyl]-amine dihydrochloride), C(C)OC(CS(=O)(=O)C1=CC=C(C=C1)OCC#CC)=O (ethyl{[4-(2-butynyloxy)phenyl]sulfonyl}acetate). Run in CC(=O)C (acetone). The product is C(C)OC(=O)C1(CCN(CC1)CC1=CC=C(C=C1)OCCN1CCCCC1)S(=O)(=O)C1=CC=C(C=C1)OCC#CC (4-{[4-(2-Butynyloxy)phenyl]sulfonyl}-1-[4-(2-piperidin-1-yl-ethoxy)-benzyl]-piperidine-4-carboxylic acid ethylester), product. Yield: 48.0%. As a reaction SMILES: N(CCO)CCO.N1(CCOC2C=CC(CCl)=CC=2)CCCCC1.S(Cl)(Cl)=O.[CH2:29]([O:31][C:32](=[O:48])[CH2:33][S:34]([C:37]1[CH:42]=[CH:41][C:40]([O:43][CH2:44][C:45]#[C:46][CH3:47])=[CH:39][CH:38]=1)(=[O:36])=[O:35])[CH3:30].Cl.Cl.Cl[CH2:52][CH2:53][N:54]([CH2:71][CH2:72]Cl)[CH2:55][C:56]1[CH:61]=[CH:60][C:59]([O:62][CH2:63][CH2:64][N:65]2[CH2:70][CH2:69][CH2:68][CH2:67][CH2:66]2)=[CH:58][CH:57]=1>CC(C)=O>[CH2:29]([O:31][C:32]([C:33]1([S:34]([C:37]2[CH:38]=[CH:39][C:40]([O:43][CH2:44][C:45]#[C:46][CH3:47])=[CH:41][CH:42]=2)(=[O:35])=[O:36])[CH2:72][CH2:71][N:54]([CH2:55][C:56]2[CH:61]=[CH:60][C:59]([O:62][CH2:63][CH2:64][N:65]3[CH2:70][CH2:69][CH2:68][CH2:67][CH2:66]3)=[CH:58][CH:57]=2)[CH2:53][CH2:52]1)=[O:48])[CH3:30] |f:4.5.6|. Reported procedure: A mixture of diethanolamine (2.1 g, 20 mmol), 4-(2-piperidin-1-yl-ethoxy)-benzyl chloride (5.9 g, 20 mmol) and KCO3 (10 g, excess) was refluxed in acetone (100 ml) for 24 hrs. At the end, reaction mixture was cooled to room temperature and filtered. It was concentrated to dryness and redissolved in touene (200 ml) and thionyl chloride (6.75 g, 50 mmol). It was heated to 80° C. for 1 hr and the separated brown solid, bis-(2-chloro-ethyl)-[4-(2-piperidin-1-yl-ethoxy)-benzyl]-amine was filtered and...